This data is from the Open Reaction Database (ORD), a public repository of structured organic reaction records. The task is: describe an organic reaction: reactants, conditions, products, and yield The reactants are COC(=O)C(Cc1ccc(N)cc1)NC(=O)C1CCCN1S(=O)(=O)c1ccc(C)cc1, Cc1ccccc1, S=C=NCCCc1ccccc1. Yields the product COC(=O)C(Cc1ccc(NC(=S)NCCCc2ccccc2)cc1)NC(=O)C1CCCN1S(=O)(=O)c1ccc(C)cc1. RXN SMILES: [CH3:1][O:2][C:3]([CH:4]([NH:5][C:6]([CH:7]1[N:8]([S:12](=[O:13])(=[O:14])[c:15]2[cH:16][cH:17][c:18]([CH3:21])[cH:19][cH:20]2)[CH2:9][CH2:10][CH2:11]1)=[O:22])[CH2:23][c:24]1[cH:25][cH:26][c:27]([NH2:30])[cH:28][cH:29]1)=[O:31].[CH3:44][c:45]1[cH:46][cH:47][cH:48][cH:49][cH:50]1.[c:32]1([CH2:38][CH2:39][CH2:40][N:41]=[C:42]=[S:43])[cH:33][cH:34][cH:35][cH:36][cH:37]1>>[CH3:1][O:2][C:3]([CH:4]([NH:5][C:6]([CH:7]1[N:8]([S:12](=[O:13])(=[O:14])[c:15]2[cH:16][cH:17][c:18]([CH3:21])[cH:19][cH:20]2)[CH2:9][CH2:10][CH2:11]1)=[O:22])[CH2:23][c:24]1[cH:25][cH:26][c:27]([NH:30][C:42]([NH:41][CH2:40][CH2:39][CH2:38][c:32]2[cH:33][cH:34][cH:35][cH:36][cH:37]2)=[S:43])[cH:28][cH:29]1)=[O:31]. Reactants: CC(=O)OC(C)=O, C1CCOC1, c1ccncc1, Oc1ccc(-c2cccs2)cc1. Product: CC(=O)Oc1ccc(-c2cccs2)cc1. RXN SMILES: [CH3:13][C:14](=[O:15])[O:16][C:17](=[O:18])[CH3:19].[O:26]1[CH2:27][CH2:28][CH2:29][CH2:30]1.[cH:20]1[cH:21][cH:22][n:23][cH:24][cH:25]1.[s:1]1[c:2](-[c:6]2[cH:7][cH:8][c:9]([OH:12])[cH:10][cH:11]2)[cH:3][cH:4][cH:5]1>>[s:1]1[c:2](-[c:6]2[cH:7][cH:8][c:9]([O:12][C:14]([CH3:13])=[O:15])[cH:10][cH:11]2)[cH:3][cH:4][cH:5]1. The reactants are COC(C1=CC=C(C=C1)OCCC=1N=C(SC1)SC(C(=O)OC(C)(C)C)(C)C)=O (4-(2-{2-[(2-tert-butoxy-1,1-dimethyl-2-oxoethyl)thio]-1,3-thiazol-4-yl}ethoxy)benzoic acid methyl ester), [OH-].[Na+] (sodium hydroxide). Reported procedure: 4-(2-{2-[(2-tert-Butoxy-1,1-dimethyl-2-oxoethyl)thio]-1,3-thiazol-4-yl}ethoxy)benzoic acid methyl ester (7.0 g) obtained in Example 60-1 was dissolved in methanol (50 mL) and tetrahydrofuran (30 mL), 1 mol/L aqueous sodium hydroxide solution (24 ml) was added, and the mixture was stirred at 60° C. for 2 hr. The reaction mixture was concentrated under reduced pressure, aqueous 10% citric acid solution was added, and the mixture was extracted with ethyl acetate. The organic layer was washed with s... The solvent is CO (methanol), O1CCCC1 (tetrahydrofuran). As a reaction SMILES: C[O:2][C:3](=[O:29])[C:4]1[CH:9]=[CH:8][C:7]([O:10][CH2:11][CH2:12][C:13]2[N:14]=[C:15]([S:18][C:19]([CH3:28])([CH3:27])[C:20]([O:22][C:23]([CH3:26])([CH3:25])[CH3:24])=[O:21])[S:16][CH:17]=2)=[CH:6][CH:5]=1.[OH-].[Na+]>CO.O1CCCC1>[C:23]([O:22][C:20](=[O:21])[C:19]([S:18][C:15]1[S:16][CH:17]=[C:13]([CH2:12][CH2:11][O:10][C:7]2[CH:6]=[CH:5][C:4]([C:3]([OH:29])=[O:2])=[CH:9][CH:8]=2)[N:14]=1)([CH3:28])[CH3:27])([CH3:24])([CH3:25])[CH3:26] |f:1.2|. Reaction conditions: temperature 60 celsius, time 2 hour. Isolated yield 100.4%. The product is C(C)(C)(C)OC(C(C)(C)SC=1SC=C(N1)CCOC1=CC=C(C(=O)O)C=C1)=O (4-(2-{2-[(2-tert-butoxy-1,1-dimethyl-2-oxoethyl)thio]-1,3-thiazol-4-yl}ethoxy)benzoic acid). Reactants: C1CCNCC1, O=C(Cc1cccc(NS(=O)(=O)CCCCl)c1)Nc1nc(-c2c[nH]c3ncccc23)cs1, CN(C)C=O. Product: O=C(Cc1cccc(NS(=O)(=O)CCCN2CCCCC2)c1)Nc1nc(-c2c[nH]c3ncccc23)cs1. As a reaction SMILES: [CH2:33]1[CH2:34][CH2:35][NH:36][CH2:37][CH2:38]1.[Cl:1][CH2:2][CH2:3][CH2:4][S:5](=[O:6])(=[O:7])[NH:8][c:9]1[cH:10][c:11]([CH2:15][C:16](=[O:17])[NH:18][c:19]2[s:20][cH:21][c:22](-[c:24]3[cH:25][nH:26][c:27]4[n:28][cH:29][cH:30][cH:31][c:32]34)[n:23]2)[cH:12][cH:13][cH:14]1.[O:39]=[CH:40][N:41]([CH3:42])[CH3:43]>>[CH2:2]([CH2:3][CH2:4][S:5](=[O:6])(=[O:7])[NH:8][c:9]1[cH:10][c:11]([CH2:15][C:16](=[O:17])[NH:18][c:19]2[s:20][cH:21][c:22](-[c:24]3[cH:25][nH:26][c:27]4[n:28][cH:29][cH:30][cH:31][c:32]34)[n:23]2)[cH:12][cH:13][cH:14]1)[N:36]1[CH2:35][CH2:34][CH2:33][CH2:38][CH2:37]1.